From a dataset of the Open Reaction Database (ORD), a public repository of structured organic reaction records. describe an organic reaction: reactants, conditions, products, and yield The reactants are Cl, COc1cc2c(cc1OC)C(=O)C(CN1CCC(O)(c3ccc(F)cc3)CC1)CC2. Product: COc1ccc2c(c1)C(=O)C(CN1CCC(O)(c3ccc(F)cc3)CC1)CC2. As a reaction SMILES: [ClH:31].[F:1][c:2]1[cH:3][cH:4][c:5]([C:8]2([OH:30])[CH2:9][CH2:10][N:11]([CH2:14][CH:15]3[C:16](=[O:29])[c:17]4[cH:18][c:19]([O:27][CH3:28])[c:20]([O:25][CH3:26])[cH:21][c:22]4[CH2:23][CH2:24]3)[CH2:12][CH2:13]2)[cH:6][cH:7]1>>[F:1][c:2]1[cH:3][cH:4][c:5]([C:8]2([OH:30])[CH2:9][CH2:10][N:11]([CH2:14][CH:15]3[C:16](=[O:29])[c:17]4[cH:18][c:19]([O:27][CH3:28])[cH:20][cH:21][c:22]4[CH2:23][CH2:24]3)[CH2:12][CH2:13]2)[cH:6][cH:7]1. Starting materials: C(C)(C)(C)OC(=O)N1CCN(CC1)C1=CC(=C(C=C1)[N+](=O)[O-])N1CCC(CC1)C (4-[3-(4-methyl-piperidin-1-yl)-4-nitro-phenyl]-piperazine-1-carboxylic acid tert-butyl ester), C(#N)C1=CC=C(O1)C(=O)O (5-Cyano-furan-2-carboxylic acid), C(C(=O)Cl)(=O)Cl (oxalyl chloride), CCN(C(C)C)C(C)C (DIEA). Reagents/catalysts: [Pd] (palladium on carbon). Yields the product C(C)(C)(C)OC(=O)N1CCN(CC1)C1=CC(=C(C=C1)NC(=O)C=1OC(=CC1)C#N)N1CCC(CC1)C (4-[4-[(5-Cyano-furan-2-carbonyl)-amino]-3-(4-methyl-piperidin-1-yl)-phenyl]-piperazine-1-carboxylic acid tert-butyl ester). Isolated yield 88.3%. Reaction SMILES: [C:1]([O:5][C:6]([N:8]1[CH2:13][CH2:12][N:11]([C:14]2[CH:19]=[CH:18][C:17]([N+:20]([O-])=O)=[C:16]([N:23]3[CH2:28][CH2:27][CH:26]([CH3:29])[CH2:25][CH2:24]3)[CH:15]=2)[CH2:10][CH2:9]1)=[O:7])([CH3:4])([CH3:3])[CH3:2].[C:30]([C:32]1[O:36][C:35]([C:37](O)=[O:38])=[CH:34][CH:33]=1)#[N:31].C(Cl)(=O)C(Cl)=O.CCN(C(C)C)C(C)C>[Pd]>[C:1]([O:5][C:6]([N:8]1[CH2:13][CH2:12][N:11]([C:14]2[CH:19]=[CH:18][C:17]([NH:20][C:37]([C:35]3[O:36][C:32]([C:30]#[N:31])=[CH:33][CH:34]=3)=[O:38])=[C:16]([N:23]3[CH2:28][CH2:27][CH:26]([CH3:29])[CH2:25][CH2:24]3)[CH:15]=2)[CH2:10][CH2:9]1)=[O:7])([CH3:4])([CH3:3])[CH3:2]. Reported procedure: The procedure of Example 4, step (c) was followed using 145 mg (0.358 mmol) of 4-[3-(4-methyl-piperidin-1-yl)-4-nitro-phenyl]-piperazine-1-carboxylic acid tert-butyl ester (as prepared in the previous step), 70 mg of 10% palladium on carbon (50% by weight water), 49.1 mg (358 mmol) of 5-cyanofuran-2-carboxylic acid (as prepared in Example 1), 62.4 μL (0.716 mmol) of oxalyl chloride, and 93.6 μL (0.537 mmol) of DIEA. Chromatography on a 20-g silica SPE column with 20-40% EtOAc-dichloromethane fol... Reactants: O1C(=NN=C1)C1=CC2=C(N=CN2)C=C1 (5-(1,3,4-oxadiazol-2-yl)benzimidazole), FC1=CC=C(CN)C=C1 (4-fluorobenzylamine). Product: FC1=CC=C(CN2C(=NN=C2)C2=CC3=C(NC=N3)C=C2)C=C1 (5-(4-(4-Fluorobenzyl)-4H-1,2,4-triazol-3-yl)-1H-benzo[d]imidazole). RXN SMILES: O1[CH:5]=[N:4][N:3]=[C:2]1[C:6]1[CH:14]=[CH:13][C:9]2[N:10]=[CH:11][NH:12][C:8]=2[CH:7]=1.[F:15][C:16]1[CH:23]=[CH:22][C:19]([CH2:20][NH2:21])=[CH:18][CH:17]=1>>[F:15][C:16]1[CH:23]=[CH:22][C:19]([CH2:20][N:21]2[CH:5]=[N:4][N:3]=[C:2]2[C:6]2[CH:14]=[CH:13][C:9]3[NH:10][CH:11]=[N:12][C:8]=3[CH:7]=2)=[CH:18][CH:17]=1. Reported procedure: The compound was synthesized starting from 5-(1,3,4-oxadiazol-2-yl)benzimidazole (186 mg, 1 mmol) and 4-fluorobenzylamine (0.5 ml) as described above; yield: 0.085 g (29.0%); Starting materials: C(C)OC(=O)C1CSC23C(=NCCC21)C=CC=C3 (1,2,3,4-tetrahydro-benzo[b]thieno[2,3-c]pyridine-3-carboxylic acid ethyl ester), C=O (formalin). Product: C(C)OC(=O)C1CS(C23C(=NCCC21)C=CC=C3)C (1-Methyl-1,2,3,4-tetrahydro-benzo[b]thieno[2,3-c]pyridine-3-carboxylic acid ethyl ester). Reaction SMILES: [CH2:1]([O:3][C:4]([CH:6]1[CH:14]2[C:9]3([CH:18]=[CH:17][CH:16]=[CH:15][C:10]3=[N:11][CH2:12][CH2:13]2)[S:8][CH2:7]1)=[O:5])[CH3:2].[CH2:19]=O>>[CH2:1]([O:3][C:4]([CH:6]1[CH:14]2[C:9]3([CH:18]=[CH:17][CH:16]=[CH:15][C:10]3=[N:11][CH2:12][CH2:13]2)[SH:8]([CH3:19])[CH2:7]1)=[O:5])[CH3:2]. Procedure: 1-Methyl-1,2,3,4-tetrahydro-benzo[b]thieno[2,3-c]pyridine-3-carboxylic acid ethyl ester was synthesized by following the same procedure as the synthesis of 1,2,3,4-tetrahydro-benzo[b]thieno[2,3-c]pyridine-3-carboxylic acid ethyl ester in Example 1 except that 19.5 g of acetadehyde was used in place of 10.2 ml of formalin in Example 1. The reactants are O=C([O-])[O-], Cc1cccc(C)c1N, CN(C)C=O, ClCC1OCCO1, [K+], [K+]. Product: Cc1cccc(C)c1NCC1OCCO1. RXN SMILES: [C:17](=[O:18])([O-:19])[O-:20].[CH3:1][c:2]1[cH:3][cH:4][cH:5][c:6]([CH3:7])[c:8]1[NH2:9].[CH3:23][N:24]([CH3:25])[CH:26]=[O:27].[Cl:10][CH2:11][CH:12]1[O:13][CH2:14][CH2:15][O:16]1.[K+:21].[K+:22]>>[CH3:1][c:2]1[cH:3][cH:4][cH:5][c:6]([CH3:7])[c:8]1[NH:9][CH2:11][CH:12]1[O:13][CH2:14][CH2:15][O:16]1. The reactants are C(C)OC(COC=1C=CC(=C2C=CC=NC12)C=C1C(NC2=CC=CC=C12)=O)=O (2-[5-(2-oxindol-3-ylidenemethyl)quinol-8-yloxy] acetic acid ethyl ester), [OH-].[Na+] (sodium hydroxide). The solvent is O1CCOCC1 (dioxane). Conditions: time 1 hour. Yields the product [Na+].N1C(C(C2=CC=CC=C12)=CC1=C2C=CC=NC2=C(C=C1)OCC(=O)[O-])=O (2-[5-(2-oxindol-3-ylidenemethyl)quinol-8-yloxy] acetic acid sodium salt). The yield is 81.5%. RXN SMILES: C([O:3][C:4](=[O:28])[CH2:5][O:6][C:7]1[CH:8]=[CH:9][C:10]([CH:17]=[C:18]2[C:26]3[C:21](=[CH:22][CH:23]=[CH:24][CH:25]=3)[NH:20][C:19]2=[O:27])=[C:11]2[C:16]=1[N:15]=[CH:14][CH:13]=[CH:12]2)C.[OH-].[Na+:30]>O1CCOCC1>[Na+:30].[NH:20]1[C:21]2[C:26](=[CH:25][CH:24]=[CH:23][CH:22]=2)[C:18](=[CH:17][C:10]2[CH:9]=[CH:8][C:7]([O:6][CH2:5][C:4]([O-:28])=[O:3])=[C:16]3[C:11]=2[CH:12]=[CH:13][CH:14]=[N:15]3)[C:19]1=[O:27] |f:1.2,4.5|. Procedure details: To a solution of 2-[5-(2-oxindol-3-ylidenemethyl)quinol-8-yloxy] acetic acid ethyl ester (150 mg, 0.40 mmol) in dioxane (20 ml) was added 2N sodium hydroxide (2 ml) and the mixture was stirred for 1 h at room temperature. The resulting crystals were separated by filtration, washed with dioxane and dried. Thus pure title compound was obtained in 81.5% yield (120 mg).